Dataset: the Open Reaction Database (ORD), a public repository of structured organic reaction records. Task: describe an organic reaction: reactants, conditions, products, and yield Reactants: C(=O)C1=C(OCCCCC(=O)OCC)C=CC(=C1OC)OCCC (ethyl 5-(2-formyl-3-methoxy-4-n-propoxyphenoxy)pentanoate), Cl (hydrochloric acid). The solvent is O1CCCC1 (tetrahydrofuran). Reaction conditions: time 5.5 hour. Yields the product C(=O)C1=C(OCCCCC(=O)O)C=CC(=C1O)OCCC (5-(2-formyl-3-hydroxy-4-n-propoxyphenoxy)pentanoic acid). RXN SMILES: [CH:1]([C:3]1[C:18]([O:19]C)=[C:17]([O:21][CH2:22][CH2:23][CH3:24])[CH:16]=[CH:15][C:4]=1[O:5][CH2:6][CH2:7][CH2:8][CH2:9][C:10]([O:12]CC)=[O:11])=[O:2].Cl>O1CCCC1>[CH:1]([C:3]1[C:18]([OH:19])=[C:17]([O:21][CH2:22][CH2:23][CH3:24])[CH:16]=[CH:15][C:4]=1[O:5][CH2:6][CH2:7][CH2:8][CH2:9][C:10]([OH:12])=[O:11])=[O:2]. Reported procedure: 2.5 ml of a solution of iodine (6.64 g, 0.026 M) in anhydrous ether (80 ml) was added to a stirred mixture of magnesium metal (2.53 g, 0.105 g. atom) and ether (12.5 ml). When the reaction had commenced the remainder of the iodine solution was added dropwise at such a rate as to cause gentle refluxing. After the addition was complete the reaction mixture was heated to reflux until a colourless solution was obtained (15 mins). The cooled reaction mixture was filtered and the unreacted magnesium m... The reactants are CCN=C=NCCCN(C)C.Cl (EDCI.HCl), C1(=CC=CC=C1)C1=CC=C(C=N1)NC(CC(=O)O)=O (N-(6-phenyl-pyridin-3-yl)-malonamic acid), CCN(C(C)C)C(C)C (DIPEA), C=1C=CC2=C(C1)N=NN2O (HOBt), Cl.Cl.ClC1=C(C=CC=C1)NC1CCNCC1 ((2-chloro-phenyl)-piperidin-4-yl-amine dihydrochloride). Solvent: O (water), CN(C)C=O (DMF). Run at time 8 hour. Product: ClC1=C(C=CC=C1)NC1CCN(CC1)C(CC(=O)NC=1C=NC(=CC1)C1=CC=CC=C1)=O (3-[4-(2-chloro-phenylamino)-piperidin-1-yl]-3-oxo-N-(6-phenyl-pyridin-3-yl)-propionamide). Yield: 76.1%. As a reaction SMILES: [C:1]1([C:7]2[N:12]=[CH:11][C:10]([NH:13][C:14](=[O:19])[CH2:15][C:16]([OH:18])=O)=[CH:9][CH:8]=2)[CH:6]=[CH:5][CH:4]=[CH:3][CH:2]=1.CCN(C(C)C)C(C)C.C1C=CC2N(O)N=NC=2C=1.CCN=C=NCCCN(C)C.Cl.Cl.Cl.[Cl:53][C:54]1[CH:59]=[CH:58][CH:57]=[CH:56][C:55]=1[NH:60][CH:61]1[CH2:66][CH2:65][NH:64][CH2:63][CH2:62]1>CN(C=O)C.O>[Cl:53][C:54]1[CH:59]=[CH:58][CH:57]=[CH:56][C:55]=1[NH:60][CH:61]1[CH2:66][CH2:65][N:64]([C:16](=[O:18])[CH2:15][C:14]([NH:13][C:10]2[CH:11]=[N:12][C:7]([C:1]3[CH:2]=[CH:3][CH:4]=[CH:5][CH:6]=3)=[CH:8][CH:9]=2)=[O:19])[CH2:63][CH2:62]1 |f:3.4,5.6.7|. Reported procedure: To a stirred solution of N-(6-phenyl-pyridin-3-yl)-malonamic acid (0.07 g, 0.00024 mole) in DMF (2 mL) was added, DIPEA (0.153 g, 0.00120 mole), HOBt (0.039 g, 0.00029 mole) and EDCI.HCl (0.055 g, 0.00029 mole). After 2 minutes (2-chloro-phenyl)-piperidin-4-yl-amine dihydrochloride (0.081 g, 0.00029 mole) was added and the resulting mixture was stirred overnight. The reaction mixture was then diluted with cold water and the product was extracted with ethyl acetate. The organic layer was washed w... Reactants: COC1=NS(N=C1OC)=O (3,4-dimethoxy-1,2,5-thiadiazole 1-oxide), N1(CCCCC1)CC=1C=C(OCCCN)C=CC1 (3-(3-piperidinomethylphenoxy)propylamine), C1(=C(C(=C(C(=C1F)F)F)N)F)N.Cl.Cl (dihydrochloride). Run in CO (methanol), CO (methanol). Reaction conditions: time 15 minute. Product: NC1=NS(N=C1NCCCOC1=CC(=CC=C1)CN1CCCCC1)=O (3-Amino-4-[3-(3-piperidinomethylphenoxy)propylamino]-1,2,5-thiadiazole 1-oxide). As a reaction SMILES: [N:1]1([CH2:7][C:8]2[CH:9]=[C:10]([CH:16]=[CH:17][CH:18]=2)[O:11][CH2:12][CH2:13][CH2:14][NH2:15])[CH2:6][CH2:5][CH2:4][CH2:3][CH2:2]1.C1(N)C(F)=C(F)C(F)=C([NH2:28])C=1F.Cl.Cl.CO[C:35]1[C:39](OC)=[N:38][S:37](=[O:42])[N:36]=1>CO>[NH2:28][C:35]1[C:39]([NH:15][CH2:14][CH2:13][CH2:12][O:11][C:10]2[CH:16]=[CH:17][CH:18]=[C:8]([CH2:7][N:1]3[CH2:6][CH2:5][CH2:4][CH2:3][CH2:2]3)[CH:9]=2)=[N:38][S:37](=[O:42])[N:36]=1 |f:1.2.3|. Reported procedure: A solution of 3-(3-piperidinomethylphenoxy)propylamine (from the dihydrochloride, 4.0 g; 12.4 mmoles) in 40 ml of methanol was added dropwise over a period of 50 minutes to a solution of 3,4-dimethoxy-1,2,5-thiadiazole 1-oxide (2.01 g; 12.4 mmoles) in 200 ml of methanol that had been cooled to 0° in an ice-water bath. After 15 minutes, anhydrous ammonia was bubbled into the solution for 5 minutes and the solution then was stirred at ambient temperature for 17 hours. The reaction mixture was evap... As a reaction SMILES: [Si]([O:8][CH2:9][C:10]1[CH:15]=[C:14]([CH2:16][CH3:17])[N:13]=[C:12]([NH:18][C:19]2[S:20][C:21]([C:24]#[N:25])=[CH:22][N:23]=2)[CH:11]=1)(C(C)(C)C)(C)C.N1C=CC=CC=1.F>C1COCC1>[CH2:16]([C:14]1[N:13]=[C:12]([NH:18][C:19]2[S:20][C:21]([C:24]#[N:25])=[CH:22][N:23]=2)[CH:11]=[C:10]([CH2:9][OH:8])[CH:15]=1)[CH3:17] |f:1.2|. Reactants: N1=CC=CC=C1.F (Hydrogen fluoride-pyridine), [Si](C)(C)(C(C)(C)C)OCC1=CC(=NC(=C1)CC)NC=1SC(=CN1)C#N (2-{[4-({[tert-butyl(dimethyl)silyl]oxy}methyl)-6-ethylpyridin-2-yl]amino}-1,3-thiazole-5-carbonitrile), N1=CC=CC=C1.F (hydrogen fluoride-pyridine). Reaction conditions: time 1.5 hour. Solvent: C1CCOC1 (THF). Procedure: 2-{[4-({[tert-Butyl(dimethyl)silyl]oxy}methyl)-6-ethylpyridin-2-yl]amino}-1,3-thiazole-5-carbonitrile (12-2) (0.225 g, 0.60 mmol) was dissolved in 2 mL THF. Hydrogen fluoride-pyridine (Aldrich, HF ˜70%, pyridine ˜30%) (0.060 mL) was added. After 1.5 hours, additional hydrogen fluoride-pyridine (0.50 mL) was added. After 2.5 hours the reaction was concentrated to remove THF and the residue was diluted with 1M aqueous K2CO3. The resulting precipitate was filtered and washed with water to afford th... Yields the product C(C)C1=CC(=CC(=N1)NC=1SC(=CN1)C#N)CO (2-{[6-Ethyl-4-(hydroxymethyl)pyridin-2-yl]amino}-1,3-thiazole-5-carbonitrile). Procedure details: 2-Chloro-6-((4-methanesulfonylpiperazin-1-yl)methyl)-4-morpholinothieno[3,2-d]pyrimidine, prepared via General Procedure B-3, was reacted with 2-picoline-5-boronic acid pinacol ester in General Procedure A. Purification on silica and ether trituration gave 194. NMR (CDCl3): 2.63 (3H, s), 2.67-2.71 (4H, m), 2.81 (3H, s), 3.29-3.33 (4H, m), 3.89 (2H, s), 3.89-3.93 (4H, m), 4.08-4.12 (4H, m), 7.23 (1H, d, J=8.1), 7.35 (1H, s), 8.55 (1H, dd, J=8.1, 2.1), 9.50 (1 h, d, J=2.1). MS (ESI+): MH+ 489.24 (... Reactants: ClC=1N=C(C2=C(N1)C=C(S2)CN2CCN(CC2)S(=O)(=O)C)N2CCOCC2 (2-Chloro-6-((4-methanesulfonylpiperazin-1-yl)methyl)-4-morpholinothieno[3,2-d]pyrimidine), N1=C(C=CC(=C1)B1OC(C)(C)C(C)(C)O1)C (2-picoline-5-boronic acid pinacol ester). Product: CC1=CC=C(C=N1)C=1N=C(C2=C(N1)C=C(S2)CN2CCN(CC2)S(=O)(=O)C)N2CCOCC2 (2-(6-methylpyridin-3-yl)-4-morpholino-6-((4-N-methylsulfonylpiperazin-1-yl)methyl)thieno[3,2-d]pyrimidine). As a reaction SMILES: Cl[C:2]1[N:3]=[C:4]([N:22]2[CH2:27][CH2:26][O:25][CH2:24][CH2:23]2)[C:5]2[S:10][C:9]([CH2:11][N:12]3[CH2:17][CH2:16][N:15]([S:18]([CH3:21])(=[O:20])=[O:19])[CH2:14][CH2:13]3)=[CH:8][C:6]=2[N:7]=1.[N:28]1[CH:33]=[C:32](B2OC(C)(C)C(C)(C)O2)[CH:31]=[CH:30][C:29]=1[CH3:43]>>[CH3:43][C:29]1[N:28]=[CH:33][C:32]([C:2]2[N:3]=[C:4]([N:22]3[CH2:27][CH2:26][O:25][CH2:24][CH2:23]3)[C:5]3[S:10][C:9]([CH2:11][N:12]4[CH2:17][CH2:16][N:15]([S:18]([CH3:21])(=[O:20])=[O:19])[CH2:14][CH2:13]4)=[CH:8][C:6]=3[N:7]=2)=[CH:31][CH:30]=1. Starting materials: FC1=CC=C(C=C1)C(CCCCl)(CC1=CC=C(C=C1)F)O (4,5-bis(4-fluorophenyl)-4-hydroxypentyl chloride), OS(=O)(=O)O (H2SO4). The reagents and catalysts are [Pd] (palladium-on-charcoal). Run in C(C)(=O)O (acetic acid). Yields the product FC1=CC=C(C=C1)C(CCCCl)CC1=CC=C(C=C1)F (4,5-Bis(4-fluorophenyl)pentyl chloride). Reaction SMILES: [F:1][C:2]1[CH:7]=[CH:6][C:5]([C:8](O)([CH2:13][C:14]2[CH:19]=[CH:18][C:17]([F:20])=[CH:16][CH:15]=2)[CH2:9][CH2:10][CH2:11][Cl:12])=[CH:4][CH:3]=1.OS(O)(=O)=O>C(O)(=O)C.[Pd]>[F:1][C:2]1[CH:7]=[CH:6][C:5]([CH:8]([CH2:13][C:14]2[CH:15]=[CH:16][C:17]([F:20])=[CH:18][CH:19]=2)[CH2:9][CH2:10][CH2:11][Cl:12])=[CH:4][CH:3]=1. Procedure: 165 g (0.53 mol) of 4,5-bis(4-fluorophenyl)-4-hydroxypentyl chloride were hydrogenated in 1,650 ml of glacial acetic acid, with the addition of 16.5 g of palladium-on-charcoal (10%) and 80 ml of concentrated H2SO4, at room temperature for 5 hours. The catalyst was filtered off with suction, the filtrate was concentrated to about one quarter of the volume, methylene chloride and water were added, the pH was brought to 6 with concentrated NaOH and the organic phase was separated off, washed with N... The reactants are Cl (hydrochloric acid), C1(=CC=CC=C1)[Mg]Br (phenylmagnesium bromide), COC(CCCC#N)C (4-methoxypentanecarbonitrile), C(C)OCC (diethylether), C(C)OCC (diethylether). Reaction conditions: time 16 hour. Product: COCCCCC(=O)C1=CC=CC=C1 (5-methoxy-1-phenyl-1-pentanone). Reaction SMILES: [C:1]1([Mg]Br)[CH:6]=[CH:5][CH:4]=[CH:3][CH:2]=1.[CH3:9][O:10][CH:11](C)[CH2:12][CH2:13][CH2:14][C:15]#N.Cl.C([O:21]CC)C>>[CH3:9][O:10][CH2:11][CH2:12][CH2:13][CH2:14][C:15]([C:1]1[CH:6]=[CH:5][CH:4]=[CH:3][CH:2]=1)=[O:21]. Procedure details: To a solution of phenylmagnesium bromide (16.0 g, 88 mmol) in anhydrous diethylether (55 ml) under an atmosphere of nitrogen was dropwise added a solution of the above nitrile (10.0 g, 88 mmol) in anhydrous diethylether while the temperature was allowed to raise to reflux. The reaction mixture was heated at reflux for 5 h and then stirred at room temperature for 16 h. A 4N hydrochloric acid solution (50 ml) was carefully added and the mixture stirred at ambient temperature for 4 h. The phases we... The reactants are [Br-].[Na+] (sodium bromide), O.O.O.O.O.S(=S)(=O)([O-])[O-].[Na+].[Na+] (sodium thiosulfate pentahydrate), C([O-])(O)=O.[Na+] (sodium bicarbonate), Cl[O-].[Na+] (sodium hypochlorite), Cl[O-].[Na+] (sodium hypochlorite), CC1(CCCC(N1[O])(C)C)C (TEMPO), C(=O)(O)N([C@H](CC1=CC=CC=C1)CO)CC1=CC=CC=C1 (N-Carboxy benzyl -D-phenylalaninol). Run in O (water), O (water), O (water), ClCCl (dichloromethane). Conditions: time 15 minute. Product: C(=O)(O)N([C@H](CC1=CC=CC=C1)C=O)CC1=CC=CC=C1 (N-carboxybenzyl-D-phenylalaninal). Isolated yield 90.6%. As a reaction SMILES: [C:1]([N:4]([CH2:15][C:16]1[CH:21]=[CH:20][CH:19]=[CH:18][CH:17]=1)[C@@H:5]([CH2:13][OH:14])[CH2:6][C:7]1[CH:12]=[CH:11][CH:10]=[CH:9][CH:8]=1)([OH:3])=[O:2].[Br-].[Na+].CC1(C)N([O])C(C)(C)CCC1.Cl[O-].[Na+].C(=O)(O)[O-].[Na+].O.O.O.O.O.S([O-])([O-])(=O)=S.[Na+].[Na+]>ClCCl.O>[C:1]([N:4]([CH2:15][C:16]1[CH:17]=[CH:18][CH:19]=[CH:20][CH:21]=1)[C@@H:5]([CH:13]=[O:14])[CH2:6][C:7]1[CH:12]=[CH:11][CH:10]=[CH:9][CH:8]=1)([OH:3])=[O:2] |f:1.2,4.5,6.7,8.9.10.11.12.13.14.15,^1:27|. Procedure details: N-Carboxy benzyl -D-phenylalaninol (100 g; 0.35M) is dissolved in dichloromethane (1.8 L) and a solution of sodium bromide (18 g; 0.175M) in water (250 mL) is added. The resulting two phase mixture is stirred and cooled to 0°-5° C. under a nitrogen atmosphere. 2,2,6,6-Tetramethyl-1-piperidinyloxy, free radical (TEMPO) (0.055 g; 3.5 mM) is added. A solution of buffered sodium hypochlorite, freshly prepared by dissolving sodium bicarbonate (10 g; 0.12M) and commercial sodium hypochlorite solution ... The product is BrC1=C(C=CC=C1)CCO (2-(2-bromophenyl)ethanol). Procedure details: A solution of (2-bromophenyl)acetic acid (100 g, 0.46 mmol) in dry THF (2 L) was added NaBH4 (29 g, 0.77 mol) in portions. The contents were cooled to 0° C., and BF3. Et2O (123 mL, 0.77 mol) was added drop wise over 1 h. The mixture was allowed to warm to 25° C. and stirred for 16 h. The reaction was cooled to 0° C. and cautiously quenched with aqueous sodium hydroxide. The contents were stirred for 3 h, and then extracted with EtOAc. The organic layer was dried and concentrated to give 2-(2-bro... RXN SMILES: [Br:1][C:2]1[CH:7]=[CH:6][CH:5]=[CH:4][C:3]=1[CH2:8][C:9](O)=[O:10].[BH4-].[Na+].B(F)(F)F.CCOCC>C1COCC1>[Br:1][C:2]1[CH:7]=[CH:6][CH:5]=[CH:4][C:3]=1[CH2:8][CH2:9][OH:10] |f:1.2|. Reaction conditions: temperature 0 celsius, time 16 hour. Solvent: C1CCOC1 (THF). The reactants are BrC1=C(C=CC=C1)CC(=O)O ((2-bromophenyl)acetic acid), [BH4-].[Na+] (NaBH4), CCOCC (Et2O), B(F)(F)F (BF3). Reactants: C(CCCCCCCCCCCCCCC)OC1=CC=C(OCC(=O)NCC2=NC=CC=C2)C=C1 (2-[4-(Hexadecyloxy)phenoxy]-N-(2-pyridinylmethyl)acetamide), C(C)(=O)OC(C)=O (acetic anhydride), 4-N,N-dimethylaminopyridine, N1=CC=CC=C1 (pyridine). Solvent: O (water). Conditions: temperature 110 celsius. Product: C(C)(=O)N(C(COC1=CC=C(C=C1)OCCCCCCCCCCCCCCCC)=O)CC1=NC=CC=C1 (N-Acetyl-2-[4-(hexadecyloxy)phenoxy]-N-(2-pyridinylmethyl)acetamide). The yield is 48.1%. As a reaction SMILES: [CH2:1]([O:17][C:18]1[CH:35]=[CH:34][C:21]([O:22][CH2:23][C:24]([NH:26][CH2:27][C:28]2[CH:33]=[CH:32][CH:31]=[CH:30][N:29]=2)=[O:25])=[CH:20][CH:19]=1)[CH2:2][CH2:3][CH2:4][CH2:5][CH2:6][CH2:7][CH2:8][CH2:9][CH2:10][CH2:11][CH2:12][CH2:13][CH2:14][CH2:15][CH3:16].[C:36](OC(=O)C)(=[O:38])[CH3:37].N1C=CC=CC=1>O>[C:36]([N:26]([CH2:27][C:28]1[CH:33]=[CH:32][CH:31]=[CH:30][N:29]=1)[C:24](=[O:25])[CH2:23][O:22][C:21]1[CH:20]=[CH:19][C:18]([O:17][CH2:1][CH2:2][CH2:3][CH2:4][CH2:5][CH2:6][CH2:7][CH2:8][CH2:9][CH2:10][CH2:11][CH2:12][CH2:13][CH2:14][CH2:15][CH3:16])=[CH:35][CH:34]=1)(=[O:38])[CH3:37]. Reported procedure: A mixture of 0.70 g of product from Example 88, 2.96 g of acetic anhydride, 0.027 g of 4-N,N-dimethylaminopyridine and 15 ml of pyridine is heated at 110° C. for 35 hours and at reflux temperature for 57 hours. The reaction is poured into water and extracted with methylene chloride. The organic layer is washed with saturated sodium chloride, dried and concentrated in vacuo. The residue is purified by column chromatography (silica gel: 35% ethyl acetate/hexane) to give 0.366 g of product as light...